Dataset: the Open Reaction Database (ORD), a public repository of structured organic reaction records. Task: describe an organic reaction: reactants, conditions, products, and yield Reactants: C(C)(C)(C)OC(NC1CCC(CC1)NC(C1=C(C=C(C=C1)O)O)=O)=O ([4-(2,4-Dihydroxy benzoylamino)cyclohexyl]carbamic acid tert-butyl ester), BrCC1=CC=C(C#N)C=C1 (4-bromomethyl-benzonitrile). Product: C(C)(C)(C)OC(NC1CCC(CC1)NC(C1=C(C=C(C=C1)OCC1=CC=C(C=C1)C#N)OCC1=CC=C(C=C1)C#N)=O)=O ({4-[2,4-Bis-(4-cyano benzyloxy)benzoylamino]cyclohexyl}carbamic Acid Tert-butyl Ester). Yield: 76.3%. As a reaction SMILES: [C:1]([O:5][C:6](=[O:25])[NH:7][CH:8]1[CH2:13][CH2:12][CH:11]([NH:14][C:15](=[O:24])[C:16]2[CH:21]=[CH:20][C:19]([OH:22])=[CH:18][C:17]=2[OH:23])[CH2:10][CH2:9]1)([CH3:4])([CH3:3])[CH3:2].Br[CH2:27][C:28]1[CH:35]=[CH:34][C:31]([C:32]#[N:33])=[CH:30][CH:29]=1>>[C:1]([O:5][C:6](=[O:25])[NH:7][CH:8]1[CH2:13][CH2:12][CH:11]([NH:14][C:15](=[O:24])[C:16]2[CH:21]=[CH:20][C:19]([O:22][CH2:27][C:28]3[CH:35]=[CH:34][C:31]([C:32]#[N:33])=[CH:30][CH:29]=3)=[CH:18][C:17]=2[O:23][CH2:27][C:28]2[CH:35]=[CH:34][C:31]([C:32]#[N:33])=[CH:30][CH:29]=2)[CH2:10][CH2:9]1)([CH3:4])([CH3:2])[CH3:3]. Procedure: [4-(2,4-Dihydroxy benzoylamino)cyclohexyl]carbamic acid tert-butyl ester (0.95 g, 2.71 mmol) and 4-bromomethyl-benzonitrile (2.12 g, 10.84 mmol) and other reagents as described in Example 75(a) were used to afford 1.2 g of the required product. 1H NMR (DMSO-d6): δ 1.20 (5H, m), 1.4 (9H, m), 1.75 (4H, m), 3.6 (1H, m), 5.3 (4H, s), 6.7 (1H, s), 6.85 (1H, s), 7.35 (2H, d), 7.5 (1H, s), 7.75 (4H, d), 7.9 (4H, s). Starting materials: NCC1=CC(=NO1)C1=CC=CC=C1 (5-aminomethyl-3-phenylisoxazole), ClC(=O)OCC (ethyl chloroformate), ice water. Solvent: N1=CC=CC=C1 (pyridine). Reaction conditions: time 1 hour. Product: C1(=CC=CC=C1)C1=NOC(=C1)CNC(OCC)=O ([(3-phenyl-5-isoxazolyl)methyl]carbamic acid, ethyl ester). RXN SMILES: [NH2:1][CH2:2][C:3]1[O:7][N:6]=[C:5]([C:8]2[CH:13]=[CH:12][CH:11]=[CH:10][CH:9]=2)[CH:4]=1.Cl[C:15]([O:17][CH2:18][CH3:19])=[O:16]>N1C=CC=CC=1>[C:8]1([C:5]2[CH:4]=[C:3]([CH2:2][NH:1][C:15](=[O:16])[O:17][CH2:18][CH3:19])[O:7][N:6]=2)[CH:9]=[CH:10][CH:11]=[CH:12][CH:13]=1. Procedure details: A 7 g. portion of the product of Example 8 was dissolved in 50 ml. of pyridine, cooled in an ice bath, and combined with 10 ml. of ethyl chloroformate. The mixture was stirred at ice bath temperature for 1 hour and allowed to warm to room temperature while being stirred for 2 hours more. The mixture was then poured into ice water and the crude product was separated by filtration and purified by chromatography over silica gel with ethyl acetate as the eluent. The yield was 6 g. of purified [(3-ph... Starting materials: COc1ccc(COc2cccc([N+](=O)[O-])c2N)cc1, CC(=O)O, CCO, [Fe]. Yields the product COc1ccc(COc2cccc(N)c2N)cc1. Reaction SMILES: [CH3:1][O:2][c:3]1[cH:4][cH:5][c:6]([CH2:7][O:8][c:9]2[c:10]([NH2:11])[c:12]([N+:16]([O-:17])=[O:18])[cH:13][cH:14][cH:15]2)[cH:19][cH:20]1.[CH3:21][C:22](=[O:23])[OH:24].[CH3:25][CH2:26][OH:27].[Fe:28]>>[CH3:1][O:2][c:3]1[cH:4][cH:5][c:6]([CH2:7][O:8][c:9]2[c:10]([NH2:11])[c:12]([NH2:16])[cH:13][cH:14][cH:15]2)[cH:19][cH:20]1. The reactants are O1CC12CCN(CC2)C2=C(C=C(C=C2)N2C(O[C@H](C2)CNC(C)=O)=O)F ((S)—N-{3-[4-(1-oxa-6-aza-spiro[2.5]oct-6-yl)-3-fluorophenyl]-2-oxo-oxazolidin-5-ylmethyl}-acetamide), [C-]#N.[K+] (potassium cyanide), CN(C=O)C (dimethylformamide). The solvent is CO (methanol). Yields the product C(#N)CC1(CCN(CC1)C1=C(C=C(C=C1)N1C(O[C@H](C1)CNC(C)=O)=O)F)O ((S)—N-{3-[4-(4-Cyanomethyl-4-hydroxy piperidin-1-yl)-3-fluorophenyl]-2-oxo-oxazolidin-5-ylmethyl}-acetamide). Yield: 51.0%. As a reaction SMILES: [O:1]1[C:3]2([CH2:8][CH2:7][N:6]([C:9]3[CH:14]=[CH:13][C:12]([N:15]4[CH2:19][C@H:18]([CH2:20][NH:21][C:22](=[O:24])[CH3:23])[O:17][C:16]4=[O:25])=[CH:11][C:10]=3[F:26])[CH2:5][CH2:4]2)[CH2:2]1.[C-]#N.[K+].[CH3:30][N:31](C)C=O>CO>[C:30]([CH2:2][C:3]1([OH:1])[CH2:8][CH2:7][N:6]([C:9]2[CH:14]=[CH:13][C:12]([N:15]3[CH2:19][C@H:18]([CH2:20][NH:21][C:22](=[O:24])[CH3:23])[O:17][C:16]3=[O:25])=[CH:11][C:10]=2[F:26])[CH2:5][CH2:4]1)#[N:31] |f:1.2|. Procedure details: The title compound was prepared by reacting (S)—N-{3-[4-(1-oxa-6-aza-spiro[2.5]oct-6-yl)-3-fluorophenyl]-2-oxo-oxazolidin-5-ylmethyl}-acetamide (18.0 mmol) and potassium cyanide (22.0 mmol) in methanol: dimethylformamide mixture (1:5, 20 ml) at a temperature 25° C. for 14 hours and by purifying the compound by silica gel column chromatography in 51% yield.